Dataset: the Open Reaction Database (ORD), a public repository of structured organic reaction records. Task: describe an organic reaction: reactants, conditions, products, and yield Starting materials: C(C)(=O)O[BH-](OC(C)=O)OC(C)=O.[Na+] (Sodium triacetoxyborohydride), NC1=C2C(=NC=N1)N(N=C2C2=CC(=C(C=C2)N)OC)C2CCN(CC2)C(=O)OCC2=CC=CC=C2 (benzyl 4-[4-amino-3-(4-amino-3-methoxyphenyl)-1H-pyrazolo[3,4-d]pyrimidin-1-yl]-1-piperidinecarboxylate), CC1=CC=C(C=O)O1 (5-methylfurfural), C(C)(=O)O (acetic acid). The solvent is ClC(C)Cl (dichloroethane). Conditions: time 1.5 hour. Yields the product NC1=C2C(=NC=N1)N(N=C2C2=CC(=C(C=C2)NCC=2OC(=CC2)C)OC)C2CCN(CC2)C(=O)OCC2=CC=CC=C2 (benzyl 4-[4-amino-3-(3-methoxy-4-{[(5-methyl-2-furyl)methyl]amino}phenyl)-1H-pyrazolo[3,4-d]pyrimidin-1-yl]-1-piperidinecarboxylate). Isolated yield 73.0%. As a reaction SMILES: [NH2:1][C:2]1[N:7]=[CH:6][N:5]=[C:4]2[N:8]([CH:20]3[CH2:25][CH2:24][N:23]([C:26]([O:28][CH2:29][C:30]4[CH:35]=[CH:34][CH:33]=[CH:32][CH:31]=4)=[O:27])[CH2:22][CH2:21]3)[N:9]=[C:10]([C:11]3[CH:16]=[CH:15][C:14]([NH2:17])=[C:13]([O:18][CH3:19])[CH:12]=3)[C:3]=12.[CH3:36][C:37]1[O:43][C:40]([CH:41]=O)=[CH:39][CH:38]=1.C(O)(=O)C.C(O[BH-](OC(=O)C)OC(=O)C)(=O)C.[Na+]>ClC(Cl)C>[NH2:1][C:2]1[N:7]=[CH:6][N:5]=[C:4]2[N:8]([CH:20]3[CH2:25][CH2:24][N:23]([C:26]([O:28][CH2:29][C:30]4[CH:31]=[CH:32][CH:33]=[CH:34][CH:35]=4)=[O:27])[CH2:22][CH2:21]3)[N:9]=[C:10]([C:11]3[CH:16]=[CH:15][C:14]([NH:17][CH2:41][C:40]4[O:43][C:37]([CH3:36])=[CH:38][CH:39]=4)=[C:13]([O:18][CH3:19])[CH:12]=3)[C:3]=12 |f:3.4|. Procedure: A mixture of benzyl 4-[4-amino-3-(4-amino-3-methoxyphenyl)-1H-pyrazolo[3,4-d]pyrimidin-1-yl]-1-piperidinecarboxylate (3.0 g, 0.0063 mol), 5-methylfurfural (0.77 g, 0.007 mol), and acetic acid (1.15 g, 0.019 mol) in dichloroethane (100 mL) was stirred at room temperature under an atmosphere of nitrogen for 1.5 hrs. Sodium triacetoxyborohydride (4.1 g, 0.0195 mol) was added to the mixture and the mixture was stirred at ambient temperature under an atmosphere of nitrogen for 18 hours. The reaction ... Reactants: ClC=1C=C2C(=NC1C1=CC=C(C=C1)C1=CC=CC=C1)N=C(N2COCC[Si](C)(C)C)O[C@@H]2CO[C@H]1[C@@H]2OCC1CC(=O)N (2-[(3aR,6R,6aS)-6-[6-chloro-5-(4-phenylphenyl)-1-(2-trimethylsilylethoxymethyl)-imidazo[4,5-b]pyridin-2-yl]oxy-2,3,3a,5,6,6a-hexahydrofuro[3,2-b]furan-3-yl]acetamide), C(Cl)Cl (DCM). Solvent: C(=O)(C(F)(F)F)O (TFA), CO (methanol). Product: ClC=1C=C2C(=NC1C1=CC=C(C=C1)C1=CC=CC=C1)N=C(N2)O[C@@H]2CO[C@H]1[C@@H]2OCC1CC(=O)N (2-[(3aR,6R,6aS)-6-[[6-chloro-5-(4-phenylphenyl)-1H-imidazo[4,5-b]pyridin-2-yl]oxy]-2,3,3a,5,6,6a-hexahydrofuro[3,2-b]furan-3-yl]acetamide). Reaction SMILES: [Cl:1][C:2]1[CH:3]=[C:4]2[N:22](COCC[Si](C)(C)C)[C:21]([O:31][C@H:32]3[C@H:36]4[O:37][CH2:38][CH:39]([CH2:40][C:41]([NH2:43])=[O:42])[C@H:35]4[O:34][CH2:33]3)=[N:20][C:5]2=[N:6][C:7]=1[C:8]1[CH:13]=[CH:12][C:11]([C:14]2[CH:19]=[CH:18][CH:17]=[CH:16][CH:15]=2)=[CH:10][CH:9]=1.C(Cl)Cl>C(O)(C(F)(F)F)=O.CO>[Cl:1][C:2]1[CH:3]=[C:4]2[NH:22][C:21]([O:31][C@H:32]3[C@H:36]4[O:37][CH2:38][CH:39]([CH2:40][C:41]([NH2:43])=[O:42])[C@H:35]4[O:34][CH2:33]3)=[N:20][C:5]2=[N:6][C:7]=1[C:8]1[CH:13]=[CH:12][C:11]([C:14]2[CH:15]=[CH:16][CH:17]=[CH:18][CH:19]=2)=[CH:10][CH:9]=1. Procedure: 2-[(3aR,6R,6aS)-6-[6-chloro-5-(4-phenylphenyl)-1-(2-trimethylsilylethoxymethyl)-imidazo[4,5-b]pyridin-2-yl]oxy-2,3,3a,5,6,6a-hexahydrofuro[3,2-b]furan-3-yl]acetamide was dissolved in TFA (0.5 mL) and DCM (0.5 mL) and stirred at room temperature for 2 hours. The reaction mixture was evaporated to give an oil. The oil was dissolved in methanol (0.5 mL) and purified by preparative HPLC reverse phase (C-18), using a 30×150 mm Sunfire™ column and eluting with a 20%-80% acetonitrile/water+0.05% TFA gr...